Dataset: the Open Reaction Database (ORD), a public repository of structured organic reaction records. Task: describe an organic reaction: reactants, conditions, products, and yield The solvent is CO (methanol). Procedure: 2M NaOH (75 ml) is added, at 0° C., to methyl 4-(5-nitro-1H-benzimidazol-2-yl)benzoate (15 g, 0.050 mol) (Example 26) in methanol (250 ml). The mixture is stirred at room temperature for 20 hours and evaporated, and the residue is taken up in water and acidified with HCl (pH=6). The resulting mixture is stirred for 16 hours at 0° C., and the product is filtered off, washed with water and recrystallized from 9/1 methanol/isopropyl ether. Yield: 10 g (70%); IR (KBr): 3357, 1675, 1602, 1537, 1377, ... Reaction conditions: time 20 hour. Reactants: [OH-].[Na+] (NaOH), [N+](=O)([O-])C1=CC2=C(NC(=N2)C2=CC=C(C(=O)OC)C=C2)C=C1 (methyl 4-(5-nitro-1H-benzimidazol-2-yl)benzoate). Reaction SMILES: [OH-].[Na+].[N+:3]([C:6]1[CH:24]=[CH:23][C:9]2[NH:10][C:11]([C:13]3[CH:22]=[CH:21][C:16]([C:17]([O:19]C)=[O:18])=[CH:15][CH:14]=3)=[N:12][C:8]=2[CH:7]=1)([O-:5])=[O:4]>CO>[N+:3]([C:6]1[CH:24]=[CH:23][C:9]2[NH:10][C:11]([C:13]3[CH:22]=[CH:21][C:16]([C:17]([OH:19])=[O:18])=[CH:15][CH:14]=3)=[N:12][C:8]=2[CH:7]=1)([O-:5])=[O:4] |f:0.1|. Yields the product [N+](=O)([O-])C1=CC2=C(NC(=N2)C2=CC=C(C(=O)O)C=C2)C=C1 (4-(5-nitro-1H-benzimidazol-2-yl)benzoic acid). Reactants: O[Li].O (LiOH.H2O), COC(C1=C(C=C(C=C1)Cl)NS(=O)(=O)C=1C=2N=CC=NC2C=CC1)=O (4-chloro-2-(quinoxaline-5-sulfonylamino)benzoic acid methyl ester), C1CCOC1 (THF), Cl (HCl). Run in O (water). Run at time 16 hour. Yields the product ClC1=CC(=C(C(=O)O)C=C1)NS(=O)(=O)C=1C=2N=CC=NC2C=CC1 (4-Chloro-2-(quinoxaline-5-sulfonylamino)benzoic acid). The yield is 93.5%. Reaction SMILES: O[Li].O.C[O:5][C:6](=[O:28])[C:7]1[CH:12]=[CH:11][C:10]([Cl:13])=[CH:9][C:8]=1[NH:14][S:15]([C:18]1[C:19]2[N:20]=[CH:21][CH:22]=[N:23][C:24]=2[CH:25]=[CH:26][CH:27]=1)(=[O:17])=[O:16].C1COCC1.Cl>O>[Cl:13][C:10]1[CH:11]=[CH:12][C:7]([C:6]([OH:28])=[O:5])=[C:8]([NH:14][S:15]([C:18]2[C:19]3[N:20]=[CH:21][CH:22]=[N:23][C:24]=3[CH:25]=[CH:26][CH:27]=2)(=[O:16])=[O:17])[CH:9]=1 |f:0.1|. Procedure details: A solution of LiOH.H2O (0.32 g, 7.7 mmol) in water (5 mL) was added to a solution of 4-chloro-2-(quinoxaline-5-sulfonylamino)benzoic acid methyl ester (0.58 g, 1.5 mmol) and THF (10 mL). The biphasic mixture was stirred rapidly at rt for 16 h, then adjusted to pH 5 with 1 M HCl. The resulting precipitate was collected by filtration to afford the acid as a white solid (0.51 g, 92%). MS (ESI+): calcd. for C15H10ClN3O4S, 363.0; m/z found, 364 [M+H]+. 1H NMR (500 MHz, DMSO-d6): 14.20 (br s, 1H), 11.... Reactants: CC(C)(C)c1ccc(N)cc1, CCN=C=NCCCN(C)C, O=C(O)C1=CCN(c2ncccc2Cl)CC1, ClCCl, O. Product: CC(C)(C)c1ccc(NC(=O)C2=CCN(c3ncccc3Cl)CC2)cc1. Reaction SMILES: [C:17]([CH3:18])([CH3:19])([CH3:20])[c:21]1[cH:22][cH:23][c:24]([NH2:25])[cH:26][cH:27]1.[CH3:28][CH2:29][N:30]=[C:31]=[N:32][CH2:33][CH2:34][CH2:35][N:36]([CH3:37])[CH3:38].[Cl:1][c:2]1[c:3]([N:8]2[CH2:9][CH2:10][C:11]([C:14](=[O:15])[OH:16])=[CH:12][CH2:13]2)[n:4][cH:5][cH:6][cH:7]1.[Cl:40][CH2:41][Cl:42].[OH2:39]>>[Cl:1][c:2]1[c:3]([N:8]2[CH2:9][CH2:10][C:11]([C:14](=[O:16])[NH:25][c:24]3[cH:23][cH:22][c:21]([C:17]([CH3:18])([CH3:19])[CH3:20])[cH:27][cH:26]3)=[CH:12][CH2:13]2)[n:4][cH:5][cH:6][cH:7]1. Reactants: NC(=O)CN1C(=O)COc2cc(F)c([N+](=O)[O-])cc21, CN(C)C=O, Cc1ccccc1, CC(=O)CC(C)C, O=S(Cl)Cl. The product is N#CCN1C(=O)COc2cc(F)c([N+](=O)[O-])cc21. Reaction SMILES: [C:6]([NH2:7])(=[O:8])[CH2:9][N:10]1[C:11](=[O:24])[CH2:12][O:13][c:14]2[c:15]1[cH:16][c:17]([N+:21](=[O:22])[O-:23])[c:18]([F:20])[cH:19]2.[CH3:1][N:2]([CH3:3])[CH:4]=[O:5].[CH3:29][c:30]1[cH:31][cH:32][cH:33][cH:34][cH:35]1.[CH3:36][C:37]([CH2:38][CH:39]([CH3:40])[CH3:41])=[O:42].[S:25]([Cl:26])([Cl:27])=[O:28]>>[C:6](#[N:7])[CH2:9][N:10]1[C:11](=[O:24])[CH2:12][O:13][c:14]2[c:15]1[cH:16][c:17]([N+:21](=[O:22])[O-:23])[c:18]([F:20])[cH:19]2.